Dataset: the Open Reaction Database (ORD), a public repository of structured organic reaction records. Task: describe an organic reaction: reactants, conditions, products, and yield Reactants: CC(=O)OCC1=C2C=CC=CC2=C(C3=CC=CC=C31)COC(=O)C (acetic), C[O-].[Na+] (sodium methylate), C(=C)C(=O)C (methyl vinyl ketone), C1(O)=CC=C(O)C=C1 (hydroquinone). The solvent is C(C)C(=O)CC (diethyl ketone), O (water). Yields the product CC=1C(C(CCC1C)C)=O (2,3,6-trimethyl-2-cyclohexen-1-one), CC1C(=CC(CC1)=O)CC (4-methyl-3-ethyl-2-cyclohexen-1-one). Reaction SMILES: C(C(C)=[O:4])=C.C1(C=CC(O)=CC=1)O.[CH3:14][O-:15].[Na+].CC(O[CH2:21][C:22]1[C:35]2[C:30](=[CH:31]C=C[CH:34]=2)[C:29](COC(C)=O)=[C:28]2[C:23]=1[CH:24]=[CH:25]C=C2)=O>C(C(CC)=O)C.O>[CH3:21][C:22]1[C:35](=[O:4])[CH:30]([CH3:31])[CH2:29][CH2:28][C:23]=1[CH3:24].[CH3:28][CH:23]1[CH2:24][CH2:25][C:14](=[O:15])[CH:21]=[C:22]1[CH2:35][CH3:34] |f:2.3|. Procedure: A mixture of 70 g of methyl vinyl ketone, 10 g of water and 0.1 g of hydroquinone is dripped in the course of one hour into a mixture of 400 g of diethyl ketone and 10 g of a 30% by weight methanolic solution of sodium methylate which is boiling under reflux. The whole is then heated for another two hours under reflux. The mixture obtained is neutralized with glacial acetic and then filtered. Excess diethyl ketone and the water present are distilled off and the residue is fractionated in vacuo. ... The reactants are [OH-].[Na+] (NaOH), C1CNCCC2=C1C=CC=C2 (2,3,4,5-tetrahydro-1H-benzo[d]azepine), ice, [N+](=O)(O)[O-] (HNO3). Run in OS(=O)(=O)O (H2SO4), OS(=O)(=O)O (H2SO4). Run at temperature 0 celsius, time 22.5 minute. The product is [N+](=O)([O-])C1=CC2=C(CCNCC2)C=C1 (7-nitro-2,3,4,5-tetrahydro-1H-benzo[d]azepine). Yield: 46.0%. As a reaction SMILES: [CH2:1]1[C:7]2[CH:8]=[CH:9][CH:10]=[CH:11][C:6]=2[CH2:5][CH2:4][NH:3][CH2:2]1.[N+:12]([O-])([OH:14])=[O:13].[OH-].[Na+]>OS(O)(=O)=O>[N+:12]([C:9]1[CH:10]=[CH:11][C:6]2[CH2:5][CH2:4][NH:3][CH2:2][CH2:1][C:7]=2[CH:8]=1)([O-:14])=[O:13] |f:2.3|. Procedure details: A solution of 2,3,4,5-tetrahydro-1H-benzo[d]azepine dissolved in conc. H2SO4 (1.5 mL) was cooled to 0° C. and a mixture of concentrated H2SO4 (0.12 mL) and fuming HNO3 (0.06 mL) (also cooled to 0° C.) was added dropwise. After the addition was complete, the mixture was stirred for 15-30 min. The reaction mixture was poured onto 10 g of crushed ice, followed by the dropwise addition of 20% NaOH solution. The mixture was extracted with EtOAc (3×). The organic layer was washed with H2O, dried (Na2S... The reactants are Cl (HCl), CC(C)(C)C1=C(C(=CC(=C1)C=1SC(=NN1)S(=O)(=O)C)C(C)(C)C)O (2,6-bis(1,1-dimethylethyl)-4-[5-(methylsulfonyl)-1,3,4-thiadiazol-2-yl]-phenol), [C-]#N.[Na+] (NaCN), [C-]#N.[Na+] (NaCN). The solvent is CN(C=O)C (dimethylformamide). Run at temperature 85 celsius. Yields the product CC(C)(C)C=1C=C(C=C(C1O)C(C)(C)C)C1=NN=C(S1)C#N (5-[3,5-Bis(1,1-dimethylethyl)-4-hydroxyphenyl]-1,3,4-thiadiazole-2-carbonitrile). Yield: 45.0%. RXN SMILES: [CH3:1][C:2]([C:5]1[CH:10]=[C:9]([C:11]2[S:12][C:13](S(C)(=O)=O)=[N:14][N:15]=2)[CH:8]=[C:7]([C:20]([CH3:23])([CH3:22])[CH3:21])[C:6]=1[OH:24])([CH3:4])[CH3:3].[C-:25]#[N:26].[Na+].Cl>CN(C)C=O>[CH3:23][C:20]([C:7]1[CH:8]=[C:9]([C:11]2[S:12][C:13]([C:25]#[N:26])=[N:14][N:15]=2)[CH:10]=[C:5]([C:2]([CH3:3])([CH3:4])[CH3:1])[C:6]=1[OH:24])([CH3:21])[CH3:22] |f:1.2|. Procedure: A solution of 0.52 g (1.41 mmol) of methyl sulfone (Example 36) and 0.15 g (3.06 mmol, 2.17 equiv.) of NaCN in 4 ml dimethylformamide is warmed at 65° C. for 25 hours. An additional portion of NaCN is added and the reaction is warmed at 75° C. for 16 hours and 85° C. for one hour. The reaction is poured onto 3N aqueous HCl and extracted with ethyl acetate (three times). The combined extracts are washed with brine, dried over Na2SO4, and concentrated in vacuo. Flash chromatography (SiO2, 230-400 ... The reactants are Cl (hydrochloric acid), COC(C=1NC=2N(C(C1C(=O)OCC)C1=CC(=CC=C1)[N+](=O)[O-])C=CN2)OC (7-dimethoxymethyl-6-ethoxycarbonyl-5-(3-nitrophenyl)-5,8-dihydroimidazo[1,2-a]pyrimidine), CC(=O)C (acetone). The solvent is O (water). Reaction conditions: time 8 hour. Yields the product Cl.C(C)OC(=O)C1=C(NC=2N(C1C1=CC(=CC=C1)[N+](=O)[O-])C=CN2)C=O (6-ethoxycarbonyl-7-formyl-5-(3-nitrophenyl)-5,8-dihydroimidazo[1,2-a]pyrimidine hydrochloride). As a reaction SMILES: [ClH:1].C[O:3][CH:4](OC)[C:5]1[NH:6][C:7]2[N:8]([CH:25]=[CH:26][N:27]=2)[CH:9]([C:16]2[CH:21]=[CH:20][CH:19]=[C:18]([N+:22]([O-:24])=[O:23])[CH:17]=2)[C:10]=1[C:11]([O:13][CH2:14][CH3:15])=[O:12].CC(C)=O>O>[ClH:1].[CH2:14]([O:13][C:11]([C:10]1[CH:9]([C:16]2[CH:21]=[CH:20][CH:19]=[C:18]([N+:22]([O-:24])=[O:23])[CH:17]=2)[N:8]2[CH:25]=[CH:26][N:27]=[C:7]2[NH:6][C:5]=1[CH:4]=[O:3])=[O:12])[CH3:15] |f:4.5|. Procedure details: 10 ml of 6N hydrochloric acid is added to a solution of 4.4 g of 7-dimethoxymethyl-6-ethoxycarbonyl-5-(3-nitrophenyl)-5,8-dihydroimidazo[1,2-a]pyrimidine in mixture of 10 ml of acetone and 10 ml of water and the mixture is stirred at room temperature for an hour, and then allowed to stand overnight. The solvent is distilled off under reduced pressure below 40° C. to give 4 g of 6-ethoxycarbonyl-7-formyl-5-(3-nitrophenyl)-5,8-dihydroimidazo[1,2-a]pyrimidine hydrochloride, melting at 228° C. with ... Reaction conditions: time 10 minute. The product is N(=[N+]=[N-])CC(=O)NCCl (2-azido-N-(chloromethyl)-acetamide). Procedure details: To 2-azido-N-(hydroxymethyl)-acetamide (650 mg, 5 mmol) at −10° C. oxalyl chloride (635 mg, 5 mmol) was added. After 10 min gas evolution had ceased. The mixture was diluted in CDCl3. NMR-Spectrum in CDCl3: 4.1 (s, 2H), 5.2 (d, 2H, J=10 Hz), 7.3 (broad signal, 1H) ppm. The NMR was consitent with 2-azido-N-(chloromethyl)-acetamide (yield 75%). Starting materials: N(=[N+]=[N-])CC(=O)NCO (2-azido-N-(hydroxymethyl)-acetamide), C(C(=O)Cl)(=O)Cl (oxalyl chloride). RXN SMILES: [N:1]([CH2:4][C:5]([NH:7][CH2:8]O)=[O:6])=[N+:2]=[N-:3].C(Cl)(=O)C([Cl:13])=O>>[N:1]([CH2:4][C:5]([NH:7][CH2:8][Cl:13])=[O:6])=[N+:2]=[N-:3]. Isolated yield 75.0%. Reactants: CCO, O=C1Nc2ccccc2Oc2ccc([N+](=O)[O-])cc21, Cl[Sn]Cl. Product: Nc1ccc2c(c1)C(=O)Nc1ccccc1O2. Reaction SMILES: [CH3:23][CH2:24][OH:25].[N+:1]([O-:2])(=[O:3])[c:4]1[cH:5][cH:6][c:7]2[c:8]([cH:19]1)[C:9](=[O:18])[NH:10][c:11]1[c:12]([cH:14][cH:15][cH:16][cH:17]1)[O:13]2.[Sn:20]([Cl:21])[Cl:22]>>[NH2:1][c:4]1[cH:5][cH:6][c:7]2[c:8]([cH:19]1)[C:9](=[O:18])[NH:10][c:11]1[c:12]([cH:14][cH:15][cH:16][cH:17]1)[O:13]2.